This data is from the Open Reaction Database (ORD), a public repository of structured organic reaction records. The task is: describe an organic reaction: reactants, conditions, products, and yield Reactants: ClC=1C=C(CBr)C=CC1Cl (3,4-dichlorobenzyl bromide), C(C)(C)[N-]C(C)C.[Li+] (lithium diisopropylamide), [Cl-].[NH4+] (ammonium chloride), O[C@@H](CC(=O)OC)C (methyl (R)-(-)-3-hydroxybutyrate). Run in O (water), C(C)OCC (ethyl ether), CN(P(N(C)C)(N(C)C)=O)C (hexamethylphosphoric triamide), C1CCCCC1 (cyclohexane), O1CCCC1 (tetrahydrofuran). Run at temperature -70 celsius. The product is ClC=1C=C(C[C@@H](C(=O)OC)[C@@H](C)O)C=CC1Cl (methyl (2R, 3R)-2-(3,4-dichlorobenzyl)-3-hydroxybutyrate). The yield is 47.8%. RXN SMILES: [OH:1][C@H:2]([CH3:8])[CH2:3][C:4]([O:6][CH3:7])=[O:5].C([N-]C(C)C)(C)C.[Li+].[Cl:17][C:18]1[CH:19]=[C:20]([CH:23]=[CH:24][C:25]=1[Cl:26])[CH2:21]Br.[Cl-].[NH4+]>O1CCCC1.O.C(OCC)C.CN(C)P(=O)(N(C)C)N(C)C.C1CCCCC1>[Cl:17][C:18]1[CH:19]=[C:20]([CH:23]=[CH:24][C:25]=1[Cl:26])[CH2:21][C@H:3]([C@H:2]([OH:1])[CH3:8])[C:4]([O:6][CH3:7])=[O:5] |f:1.2,4.5|. Procedure: 9.45 g of methyl (R)-(-)-3-hydroxybutyrate was dissolved in 200 ml of tetrahydrofuran, and 112 ml of a 1.5M cyclohexane solution of lithium diisopropylamide was added thereto with stirring under cooling to -70° C. Then, the temperature was raised to -25° C. Then, 35 ml of a hexamethylphosphoric triamide solution of 21.1 g of 3,4-dichlorobenzyl bromide was dropwise added to this solution under stirring while maintaining the temperature at -25° C. After the dropwise addition, the temperature was r... Starting materials: CC(C)CN(CC(O)C(Cc1ccc(OC(=O)Oc2ccc([N+](=O)[O-])cc2)cc1)NC(=O)OC1COC2OCCC12)S(=O)(=O)c1ccc2c(c1)OCO2, C1COCCO1, CCOC(C)=O, NCCn1ccnc1. The product is CC(C)CN(CC(O)C(Cc1ccc(OC(=O)NCCn2ccnc2)cc1)NC(=O)OC1COC2OCCC12)S(=O)(=O)c1ccc2c(c1)OCO2. Reaction SMILES: [C:1]([O:2][c:3]1[cH:4][cH:5][c:6]([CH2:9][CH:10]([CH:11]([CH2:12][N:13]([CH2:14][CH:15]([CH3:16])[CH3:17])[S:18](=[O:19])(=[O:20])[c:21]2[cH:22][c:23]3[c:24]([cH:28][cH:29]2)[O:25][CH2:26][O:27]3)[OH:30])[NH:31][C:32](=[O:33])[O:34][CH:35]2[CH2:36][O:37][CH:38]3[O:39][CH2:40][CH2:41][CH:42]23)[cH:7][cH:8]1)([O:43][c:45]1[cH:46][cH:47][c:48]([N+:49]([O-:50])=[O:51])[cH:52][cH:53]1)=[O:44].[CH2:62]1[O:63][CH2:64][CH2:65][O:66][CH2:67]1.[CH3:68][CH2:69][O:70][C:71](=[O:72])[CH3:73].[n:54]1([CH2:59][CH2:60][NH2:61])[cH:55][n:56][cH:57][cH:58]1>>[C:1]([O:2][c:3]1[cH:4][cH:5][c:6]([CH2:9][CH:10]([CH:11]([CH2:12][N:13]([CH2:14][CH:15]([CH3:16])[CH3:17])[S:18](=[O:19])(=[O:20])[c:21]2[cH:22][c:23]3[c:24]([cH:28][cH:29]2)[O:25][CH2:26][O:27]3)[OH:30])[NH:31][C:32](=[O:33])[O:34][CH:35]2[CH2:36][O:37][CH:38]3[O:39][CH2:40][CH2:41][CH:42]23)[cH:7][cH:8]1)(=[O:43])[NH:61][CH2:60][CH2:59][n:54]1[cH:55][n:56][cH:57][cH:58]1. Reactants: BrN1C(CCC1=O)=O (N-Bromosuccinimide), CC1=C(N(C=C1)S(=O)(=O)C1=CC=C(C=C1)C)C#N (3-methyl-1-(4-methylbenzenesulphonyl)-1H-pyrrole-2-carbonitrile), S([O-])(O)=O.[Na+] (sodium bisulphite), O (water). Run in CN(C=O)C (N,N-dimethylformamide), C(C)(=O)OCC (ethyl acetate). Conditions: time 29 hour. Yields the product BrC=1C(=C(N(C1)S(=O)(=O)C1=CC=C(C=C1)C)C#N)C (4-Bromo-3-methyl-1-(4-methylbenzenesulphonyl)-1H-pyrrole-2-carbonitrile). Reaction SMILES: [Br:1]N1C(=O)CCC1=O.[CH3:9][C:10]1[CH:14]=[CH:13][N:12]([S:15]([C:18]2[CH:23]=[CH:22][C:21]([CH3:24])=[CH:20][CH:19]=2)(=[O:17])=[O:16])[C:11]=1[C:25]#[N:26].S(=O)(O)[O-].[Na+].O>CN(C)C=O.C(OCC)(=O)C>[Br:1][C:14]1[C:10]([CH3:9])=[C:11]([C:25]#[N:26])[N:12]([S:15]([C:18]2[CH:23]=[CH:22][C:21]([CH3:24])=[CH:20][CH:19]=2)(=[O:17])=[O:16])[CH:13]=1 |f:2.3|. Procedure details: N-Bromosuccinimide (12.0 g, 67.4 mmol) is added all at once to a suspension of 3-methyl-1-(4-methylbenzenesulphonyl)-1H-pyrrole-2-carbonitrile (14.45 g, 55.6 mmol) in N,N-dimethylformamide (60 mL) at ambient temperature. The mixture is stirred at ambient temperature for 29 hours and is then cooled in an ice bath. Saturated aqueous sodium bisulphite solution (90 mL), water (90 mL) and ethyl acetate (250 mL) are then added. The phases are separated, and then the aqueous phase is extracted with eth... Yields the product COC(=O)c1ccc(C(=O)N2CCCC2)c(C#C[Si](C)(C)C)c1. Reactants: COC(=O)c1ccc(C(=O)N2CCCC2)c(Br)c1, C#C[Si](C)(C)C, CCOC(C)=O, CC(C)NC(C)C. Reaction SMILES: [Br:1][c:2]1[cH:3][c:4]([C:5](=[O:6])[O:7][CH3:8])[cH:9][cH:10][c:11]1[C:12](=[O:13])[N:14]1[CH2:15][CH2:16][CH2:17][CH2:18]1.[CH3:19][Si:20]([CH3:21])([CH3:22])[C:23]#[CH:24].[CH3:32][CH2:33][O:34][C:35](=[O:36])[CH3:37].[CH:25]([NH:26][CH:27]([CH3:28])[CH3:29])([CH3:30])[CH3:31]>>[c:2]1([C:24]#[C:23][Si:20]([CH3:19])([CH3:21])[CH3:22])[cH:3][c:4]([C:5](=[O:6])[O:7][CH3:8])[cH:9][cH:10][c:11]1[C:12](=[O:13])[N:14]1[CH2:15][CH2:16][CH2:17][CH2:18]1.